This data is from the Open Reaction Database (ORD), a public repository of structured organic reaction records. The task is: describe an organic reaction: reactants, conditions, products, and yield Starting materials: [Cl-].[Al+3].[Cl-].[Cl-] (aluminium chloride), O (water), BrC1=C(C=C(C(=C1)C)C)C (1-bromo-2,4,5-trimethylbenzene), C(C)(=O)Cl (acetyl chloride). Solvent: ClCCl (dichloromethane), ClCCl (dichloromethane). Run at time 18 hour. The product is BrC1=C(C(=C(C=C1C)C)C)C(C)=O (1-(2-Bromo-3,5,6-trimethylphenyl)ethanone). Isolated yield 91.2%. Reaction SMILES: [Br:1][C:2]1[CH:7]=[C:6]([CH3:8])[C:5]([CH3:9])=[CH:4][C:3]=1[CH3:10].[C:11](Cl)(=[O:13])[CH3:12].[Cl-].[Al+3].[Cl-].[Cl-].O>ClCCl>[Br:1][C:2]1[C:3]([CH3:10])=[CH:4][C:5]([CH3:9])=[C:6]([CH3:8])[C:7]=1[C:11](=[O:13])[CH3:12] |f:2.3.4.5|. Reported procedure: To a mixture of 1-bromo-2,4,5-trimethylbenzene (5.0 g, 25.0 mmol) and acetyl chloride (2.45 ml, 34.5 mmol) in dichloromethane (50 ml) was added aluminium chloride (4.42 g, 33.1 mmol) in dichloromethane (50 ml) and the reaction mixture was stirred at room temperature for 18 h. The mixture was poured into water and the two layers were separated. The organic phase was washed with saturated aqueous sodium hydrogen carbonate solution, dried (MgSO4) and filtered through silica. The filtrate was concen... Reactants: CCCCCC(O[Si](C)(C)C(C)(C)C)c1ccc(CI)cc1, CCOC(=O)CCCCCCNS(C)(=O)=O, C1CCOC1, C[Si](C)(C)[N-][Si](C)(C)C, [Na+]. The product is CCCCCC(O[Si](C)(C)C(C)(C)C)c1ccc(CCS(=O)(=O)NCCCCCCC(=O)OCC)cc1. RXN SMILES: [C:27]([CH3:28])([CH3:29])([CH3:30])[Si:31]([CH3:32])([CH3:33])[O:34][CH:35]([CH2:36][CH2:37][CH2:38][CH2:39][CH3:40])[c:41]1[cH:42][cH:43][c:44]([CH2:47][I:48])[cH:45][cH:46]1.[CH2:11]([CH3:12])[O:13][C:14]([CH2:15][CH2:16][CH2:17][CH2:18][CH2:19][CH2:20][NH:21][S:22](=[O:23])(=[O:24])[CH3:25])=[O:26].[CH2:49]1[O:50][CH2:51][CH2:52][CH2:53]1.[CH3:1][Si:2]([N-:3][Si:4]([CH3:5])([CH3:6])[CH3:7])([CH3:8])[CH3:9].[Na+:10]>>[CH2:11]([CH3:12])[O:13][C:14]([CH2:15][CH2:16][CH2:17][CH2:18][CH2:19][CH2:20][NH:21][S:22](=[O:23])(=[O:24])[CH2:25][CH2:47][c:44]1[cH:43][cH:42][c:41]([CH:35]([O:34][Si:31]([C:27]([CH3:28])([CH3:29])[CH3:30])([CH3:32])[CH3:33])[CH2:36][CH2:37][CH2:38][CH2:39][CH3:40])[cH:46][cH:45]1)=[O:26]. The reactants are C1(=CC=CC=C1)COC(=O)N1CCN(CC1)C(=O)[C@H]1C[C@@H](CO1)Br (4-(2,5-Anhydro-4-bromo-3,4-dideoxy-D-erythro-pentonoyl)-1-piperazinecarboxylic acid phenylmethyl ester), C(C)(=S)[O-].[K+] (potassium thioacetate), C1COCCOCCOCCOCCOCCO1 (18-crown-6), C(C)#N (acetonitrile). The solvent is C(C)(=O)OCC.CCCCCC (ethyl acetate hexane). Product: C1(=CC=CC=C1)COC(=O)N1CCN(CC1)C(=O)[C@H]1C[C@@H](SC(C)=O)CO1 (4-(4-S-Acetyl-2,5-anhydro-3-deoxy-4-thio-L-threo-pentonoyl)-1-piperazinecarboxylic acid phenylmethyl ester). The yield is 82.4%. Reaction SMILES: [C:1]1([CH2:7][O:8][C:9]([N:11]2[CH2:16][CH2:15][N:14]([C:17]([C@@H:19]3[O:23][CH2:22][C@@H:21](Br)[CH2:20]3)=[O:18])[CH2:13][CH2:12]2)=[O:10])[CH:6]=[CH:5][CH:4]=[CH:3][CH:2]=1.[C:25]([O-:28])(=[S:27])[CH3:26].[K+].C1OCCOCCOCCOCCOCCOC1.C(#N)C>C(OCC)(=O)C.CCCCCC>[C:1]1([CH2:7][O:8][C:9]([N:11]2[CH2:16][CH2:15][N:14]([C:17]([C@@H:19]3[O:23][CH2:22][C@H:21]([S:27][C:25](=[O:28])[CH3:26])[CH2:20]3)=[O:18])[CH2:13][CH2:12]2)=[O:10])[CH:6]=[CH:5][CH:4]=[CH:3][CH:2]=1 |f:1.2,5.6|. Procedure: The title compound is prepared by the procedure of Example 139 using 1.14 g of product from Example 151, 0.393 g of potassium thioacetate, 0.1517 g of 18-crown-6 and 10 ml of acetonitrile to give 0.928 g of the desired product after chromatography (silica gel: 10-60% ethyl acetate/hexane). Reported procedure: Vinyltrichlorosilane (16.8 g, 104 mmol) was heated to 60° C. and 100 μL 10% H2PtCl6/IPA-solution was added. 1,1,1,4,4-pentachloro-1,4-disilabutane (20.4 g, 77.7 mmol) was added slowly during 20 min so that the temperature did not exceed 100° C. The reaction was allowed to proceed for 12 hours at 100° C., after which it was distilled under vacuum at 115-130° C./<1 mbar. The yield was 31.5 g (74.3 mmol, 96%). Solvent: H2PtCl6 IPA. As a reaction SMILES: [CH:1]([Si:3]([Cl:6])([Cl:5])[Cl:4])=[CH2:2].[Cl:7][Si:8]([Cl:15])([Cl:14])[CH2:9][CH2:10][SiH:11]([Cl:13])[Cl:12]>>[Cl:4][Si:3]([Cl:6])([Cl:5])[CH2:1][CH2:2][Si:11]([Cl:13])([Cl:12])[CH2:10][CH2:9][Si:8]([Cl:15])([Cl:14])[Cl:7]. Reactants: C(=C)[Si](Cl)(Cl)Cl (Vinyltrichlorosilane), Cl[Si](CC[SiH](Cl)Cl)(Cl)Cl (1,1,1,4,4-pentachloro-1,4-disilabutane). Conditions: time 12 hour. The product is Cl[Si](CC[Si](CC[Si](Cl)(Cl)Cl)(Cl)Cl)(Cl)Cl (1,1,1,4,4,7,7,7-Octachloro-1,4,7-trisilaheptane). The reactants are C(C1=CC=CC=C1)N(CCCCCCN(CCC1=CC(=C(C=C1)OCC1=CC=CC=C1)N)CC1=CC=CC=C1)CCC1=CC(=C(C=C1)OCC1=CC=CC=C1)N (N,N'-dibenzyl-N,N'-bis[2-(3-amino-4-benzyloxyphenyl)-ethyl]-hexamethylene-diamine), N1=CC=CC=C1 (pyridine), CS(=O)(=O)Cl (methanesulfonyl chloride). The solvent is O (water). Run at time 8 hour. Product: C(C1=CC=CC=C1)N(CCCCCCN(CCC1=CC(=C(C=C1)OCC1=CC=CC=C1)NS(=O)(=O)C)CC1=CC=CC=C1)CCC1=CC(=C(C=C1)OCC1=CC=CC=C1)NS(=O)(=O)C (N,N'-dibenzyl-N,N'-bis[2-(4-benzyloxy-3-methanesulfonamidophenyl)-ethyl]-hexamethylenediamine). Reaction SMILES: [CH2:1]([N:8]([CH2:40][CH2:41][C:42]1[CH:47]=[CH:46][C:45]([O:48][CH2:49][C:50]2[CH:55]=[CH:54][CH:53]=[CH:52][CH:51]=2)=[C:44]([NH2:56])[CH:43]=1)[CH2:9][CH2:10][CH2:11][CH2:12][CH2:13][CH2:14][N:15]([CH2:33][C:34]1[CH:39]=[CH:38][CH:37]=[CH:36][CH:35]=1)[CH2:16][CH2:17][C:18]1[CH:23]=[CH:22][C:21]([O:24][CH2:25][C:26]2[CH:31]=[CH:30][CH:29]=[CH:28][CH:27]=2)=[C:20]([NH2:32])[CH:19]=1)[C:2]1[CH:7]=[CH:6][CH:5]=[CH:4][CH:3]=1.N1C=CC=CC=1.[CH3:63][S:64](Cl)(=[O:66])=[O:65]>O>[CH2:1]([N:8]([CH2:40][CH2:41][C:42]1[CH:47]=[CH:46][C:45]([O:48][CH2:49][C:50]2[CH:51]=[CH:52][CH:53]=[CH:54][CH:55]=2)=[C:44]([NH:56][S:64]([CH3:63])(=[O:66])=[O:65])[CH:43]=1)[CH2:9][CH2:10][CH2:11][CH2:12][CH2:13][CH2:14][N:15]([CH2:33][C:34]1[CH:35]=[CH:36][CH:37]=[CH:38][CH:39]=1)[CH2:16][CH2:17][C:18]1[CH:23]=[CH:22][C:21]([O:24][CH2:25][C:26]2[CH:31]=[CH:30][CH:29]=[CH:28][CH:27]=2)=[C:20]([NH:32][S:64]([CH3:63])(=[O:66])=[O:65])[CH:19]=1)[C:2]1[CH:3]=[CH:4][CH:5]=[CH:6][CH:7]=1. Procedure details: To a solution of 7.5 g. (0.01 m.) of N,N'-dibenzyl-N,N'-bis[2-(3-amino-4-benzyloxyphenyl)-ethyl]-hexamethylene-diamine in 30 ml. of pyridine is added 2.5 g. of methanesulfonyl chloride. The reaction mixture is allowed to stand at room temperature overnight and is then added to excess water to yield N,N'-dibenzyl-N,N'-bis[2-(4-benzyloxy-3-methanesulfonamidophenyl)-ethyl]-hexamethylenediamine.